Task: describe an organic reaction: reactants, conditions, products, and yield. Dataset: the Open Reaction Database (ORD), a public repository of structured organic reaction records Reactants: N(=[N+]=[N-])CCCC1(SC(=NN1C(=O)NOC(C)(C)C)C1=C(C=CC(=C1)F)F)C1=CC=CC=C1 (2-(3-azidopropyl)-N-tert-butoxy-5-(2,5-difluorophenyl)-2-phenyl-1,3,4-thiadiazole-3(2H)-carboxamide), IC (iodomethane), [H-].[Na+] (sodium hydride). Solvent: CN(C)C=O (DMF). Reaction conditions: temperature 0 celsius, time 30 minute. Yields the product N(=[N+]=[N-])CCCC1(SC(=NN1C(=O)N(C)OC(C)(C)C)C1=C(C=CC(=C1)F)F)C1=CC=CC=C1 (2-(3-azidopropyl)-N-tert-butoxy-5-(2,5-difluorophenyl)-N-methyl-2-phenyl-1,3,4-thiadiazole-3(2H)-carboxamide). RXN SMILES: [N:1]([CH2:4][CH2:5][CH2:6][C:7]1([C:28]2[CH:33]=[CH:32][CH:31]=[CH:30][CH:29]=2)[N:11]([C:12]([NH:14][O:15][C:16]([CH3:19])([CH3:18])[CH3:17])=[O:13])[N:10]=[C:9]([C:20]2[CH:25]=[C:24]([F:26])[CH:23]=[CH:22][C:21]=2[F:27])[S:8]1)=[N+:2]=[N-:3].I[CH3:35].[H-].[Na+]>CN(C=O)C>[N:1]([CH2:4][CH2:5][CH2:6][C:7]1([C:28]2[CH:33]=[CH:32][CH:31]=[CH:30][CH:29]=2)[N:11]([C:12]([N:14]([O:15][C:16]([CH3:17])([CH3:19])[CH3:18])[CH3:35])=[O:13])[N:10]=[C:9]([C:20]2[CH:25]=[C:24]([F:26])[CH:23]=[CH:22][C:21]=2[F:27])[S:8]1)=[N+:2]=[N-:3] |f:2.3|. Procedure: To a cooled (0° C.) solution of 2-(3-azidopropyl)-N-tert-butoxy-5-(2,5-difluorophenyl)-2-phenyl-1,3,4-thiadiazole-3(2H)-carboxamide (0.061 g, 0.13 mmol) and iodomethane (0.18 g, 1.3 mmol) in DMF (4 mL) was added sodium hydride (0.006 g, 0.26 mmol). After stirring at 0° C. for 30 minutes and then at room temperature for 1 hour, the mixture was partitioned between ethyl acetate (10 mL) and saturated NH4Cl (5 mL). The organic layer was washed with water (2×5 mL), dried and concentrated under reduce... Run at time 30 minute. Procedure details: Benzyl bromide (4.88 mL) was added to a DMF (50 mL) suspension of 6-bromo-7-hydroxy-2,2-dimethyl-4H-1,3-benzodioxin-4-one (9.34 g) and potassium carbonate (7.09 g), and the mixture was stirred at room temperature for 30 minutes. The reaction mixture was allowed to cool to room temperature, and then, water was added thereto, followed by extraction with ethyl acetate. The obtained organic layer was washed with saturated saline and dried over anhydrous magnesium sulfate, and then, the solvent was d... The solvent is O (water). Starting materials: C(C1=CC=CC=C1)Br (Benzyl bromide), CN(C)C=O (DMF), BrC1=CC2=C(OC(OC2=O)(C)C)C=C1O (6-bromo-7-hydroxy-2,2-dimethyl-4H-1,3-benzodioxin-4-one), C([O-])([O-])=O.[K+].[K+] (potassium carbonate). Reaction SMILES: [CH2:1](Br)[C:2]1[CH:7]=[CH:6][CH:5]=[CH:4][CH:3]=1.CN(C=O)C.[Br:14][C:15]1[C:27]([OH:28])=[CH:26][C:18]2[O:19][C:20]([CH3:25])([CH3:24])[O:21][C:22](=[O:23])[C:17]=2[CH:16]=1.C(=O)([O-])[O-].[K+].[K+]>O>[CH2:1]([O:28][C:27]1[C:15]([Br:14])=[CH:16][C:17]2[C:22](=[O:23])[O:21][C:20]([CH3:24])([CH3:25])[O:19][C:18]=2[CH:26]=1)[C:2]1[CH:7]=[CH:6][CH:5]=[CH:4][CH:3]=1 |f:3.4.5|. Yields the product C(C1=CC=CC=C1)OC=1C(=CC2=C(OC(OC2=O)(C)C)C1)Br (7-(Benzyloxy)-6-bromo-2,2-dimethyl-4H-1,3-benzodioxin-4-one).